This data is from the Open Reaction Database (ORD), a public repository of structured organic reaction records. The task is: describe an organic reaction: reactants, conditions, products, and yield Reactants: COC1=CC=C(C=2N1N=C(C2)C(C)C)C=2C=CC(NN2)=O (6-(7-methoxy-2-isopropyl-pyrazolo[1,5-a]pyridine-4-yl)-3-(2H)pyridazinone). Reagents/catalysts: [Zn] (zinc). The solvent is C(C)(=O)O (acetic acid). Conditions: temperature 100 celsius, time 30 minute. Product: COC1=CC=C(C=2N1N=C(C2)C(C)C)C=2CCC(NN2)=O (6-(7-methoxy-2-isopropyl-pyrazolo[1,5-a]pyridine-4-yl)-4,5-dihydro-3-(2H)-pyridazinone). Isolated yield 35.3%. Reaction SMILES: [CH3:1][O:2][C:3]1[N:8]2[N:9]=[C:10]([CH:12]([CH3:14])[CH3:13])[CH:11]=[C:7]2[C:6]([C:15]2[CH:16]=[CH:17][C:18](=[O:21])[NH:19][N:20]=2)=[CH:5][CH:4]=1>[Zn].C(O)(=O)C>[CH3:1][O:2][C:3]1[N:8]2[N:9]=[C:10]([CH:12]([CH3:14])[CH3:13])[CH:11]=[C:7]2[C:6]([C:15]2[CH2:16][CH2:17][C:18](=[O:21])[NH:19][N:20]=2)=[CH:5][CH:4]=1. Procedure details: A mixture of the compound of Example 276 (45 mg), zinc (52 mg) and acetic acid (1.6 mL) was stirred at 100° C. for 30 min. The insoluble material was removed by filtration and the filtrate was concentrated. A saturated sodium bicarbonate solution was added to the residue and the mixture was extracted with ethyl acetate. The organic layer was washed sequentially with 0.1 mol/LEDTA disodium solution and saturated brine and dried over magnesium sulfate. The solvent was concentrated and the resultin... Reactants: Cc1ccc(N)cc1-c1ccc(C(=O)NCC2CC2)cc1, O=C(O)c1cscn1. Yields the product Cc1ccc(NC(=O)c2cscn2)cc1-c1ccc(C(=O)NCC2CC2)cc1. As a reaction SMILES: [NH2:1][c:2]1[cH:3][cH:4][c:5]([CH3:21])[c:6](-[c:8]2[cH:9][cH:10][c:11]([C:14](=[O:15])[NH:16][CH2:17][CH:18]3[CH2:19][CH2:20]3)[cH:12][cH:13]2)[cH:7]1.[s:22]1[cH:23][n:24][c:25]([C:27](=[O:28])[OH:29])[cH:26]1>>[NH:1]([c:2]1[cH:3][cH:4][c:5]([CH3:21])[c:6](-[c:8]2[cH:9][cH:10][c:11]([C:14](=[O:15])[NH:16][CH2:17][CH:18]3[CH2:19][CH2:20]3)[cH:12][cH:13]2)[cH:7]1)[C:27]([c:25]1[n:24][cH:23][s:22][cH:26]1)=[O:28].